Dataset: the Open Reaction Database (ORD), a public repository of structured organic reaction records. Task: describe an organic reaction: reactants, conditions, products, and yield Starting materials: IC1=CC=C(N)C=C1 (4-Iodoaniline), C(=O)([O-])[O-].[K+].[K+] (K2CO3), ICCCCCC (1-iodohexane). Solvent: CN(C)C=O (DMF). Run at temperature 100 celsius, time 2.5 hour. Yields the product IC1=CC=C(N(CCCCCC)CCCCCC)C=C1 (4-Iodo-N,N-dihexylaniline). As a reaction SMILES: [I:1][C:2]1[CH:8]=[CH:7][C:5]([NH2:6])=[CH:4][CH:3]=1.C([O-])([O-])=O.[K+].[K+].I[CH2:16][CH2:17][CH2:18][CH2:19][CH2:20][CH3:21]>CN(C=O)C>[I:1][C:2]1[CH:8]=[CH:7][C:5]([N:6]([CH2:7][CH2:8][CH2:2][CH2:3][CH2:4][CH3:5])[CH2:16][CH2:17][CH2:18][CH2:19][CH2:20][CH3:21])=[CH:4][CH:3]=1 |f:1.2.3|. Reported procedure: 4-Iodoaniline (15.05 g, 6.87×10−2 mol), K2CO3 (19.00 g, 0.137 mol), 1-iodohexane (32.0 ml, 0.217 mol) and dry DMF (170 ml) were added to a 500-ml two-neck round-bottom flask. Ar was bubbled into the reaction mixture for 10 min. The reaction mixture was stirred at 90° C. for 16 h and at 100° C. for 2.5 h under Ar. After cooling, the reaction mixture was filtered to remove inorganic solids. Solvents were removed in vacuo, and water was added to the reaction mixture. The organic layers were extract... Reactants: C(C)(C)(C)OC(=O)NC1=NC(=C(C=C1)C#N)C (2-t-butoxycarbonylamino-5-cyano-6-methylpyridine), [NH4+].[Cl-] (NH4Cl), CI (methyl iodide). Run in C1CCOC1 (THF), hexanes. Yields the product C(C)(C)(C)OC(=O)NC1=NC(=C(C=C1)C#N)CC (2-t-Butoxycarbonylamino-5-cyano-6-ethylpyridine). Yield: 77.3%. As a reaction SMILES: [C:1]([O:5][C:6]([NH:8][C:9]1[CH:14]=[CH:13][C:12]([C:15]#[N:16])=[C:11]([CH3:17])[N:10]=1)=[O:7])([CH3:4])([CH3:3])[CH3:2].[CH3:18]I.[NH4+].[Cl-]>C1COCC1>[C:1]([O:5][C:6]([NH:8][C:9]1[CH:14]=[CH:13][C:12]([C:15]#[N:16])=[C:11]([CH2:17][CH3:18])[N:10]=1)=[O:7])([CH3:4])([CH3:3])[CH3:2] |f:2.3|. Reported procedure: To a stirred solution of 2-t-butoxycarbonylamino-5-cyano-6-methylpyridine (0.50 g, 2.145 mmol) in dry THF (15 ml) at -78° C. was added n-BuLl (1.75 ml, 2.5M in hexanes) dropwise. The solution turned deep red upon addition of the second equivalent of base. After 0.5 h methyl iodide (0.67 ml, 10.7 mmol) was added. After 1 h half saturated NH4Cl (15 ml) was added, the layers were separated and the aqueous layer was extracted with EtOAc (2×35 ml). The organic layers were combined and washed with sat... The reactants are COC=1C=C2C(=NC=NC2=CC1OC)OC1=CC=C(N)C=C1 (4-[(6,7-Dimethoxy-4-quinazolinyl)oxy]aniline), ClC(Cl)(OC(OC(Cl)(Cl)Cl)=O)Cl (triphosgene), C([O-])(O)=O.[Na+] (sodium bicarbonate), C1(CCCCC1)CO (cyclohexylmethanol). Run in C(C)N(CC)CC (triethylamine), C1(=CC=CC=C1)C (toluene), C(Cl)Cl (methylene chloride). The product is COC=1C=C2C(=NC=NC2=CC1OC)OC1=CC=C(C=C1)NC(OCC1CCCCC1)=O (Cyclohexylmethyl N-{4-[(6,7-dimethoxy-4-quinazolinyl)oxy]phenyl}carbamate). Isolated yield 82.9%. Reaction SMILES: [CH3:1][O:2][C:3]1[CH:4]=[C:5]2[C:10](=[CH:11][C:12]=1[O:13][CH3:14])[N:9]=[CH:8][N:7]=[C:6]2[O:15][C:16]1[CH:22]=[CH:21][C:19]([NH2:20])=[CH:18][CH:17]=1.Cl[C:24](Cl)([O:26][C:27](=[O:33])OC(Cl)(Cl)Cl)Cl.[CH:35]1(CO)[CH2:40][CH2:39][CH2:38][CH2:37][CH2:36]1.C(=O)(O)[O-].[Na+]>C(Cl)Cl.C(N(CC)CC)C.C1(C)C=CC=CC=1>[CH3:1][O:2][C:3]1[CH:4]=[C:5]2[C:10](=[CH:11][C:12]=1[O:13][CH3:14])[N:9]=[CH:8][N:7]=[C:6]2[O:15][C:16]1[CH:22]=[CH:21][C:19]([NH:20][C:27](=[O:33])[O:26][CH2:24][CH:35]2[CH2:40][CH2:39][CH2:38][CH2:37][CH2:36]2)=[CH:18][CH:17]=1 |f:3.4|. Procedure: 4-[(6,7-Dimethoxy-4-quinazolinyl)oxy]aniline (50 mg) was added to toluene (5 ml), and triethylamine (0.5 ml), and the mixture was heated under reflux to prepare a solution. A solution of triphosgene (77 mg) in methylene chloride was then added thereto, and the mixture was heated under reflux for 10 min. Next, cyclohexylmethanol (30 mg) was added thereto, and the mixture was further stirred with heating under reflux for 3 hr. A saturated aqueous sodium bicarbonate solution was added to stop the r...